This data is from the Open Reaction Database (ORD), a public repository of structured organic reaction records. The task is: describe an organic reaction: reactants, conditions, products, and yield The reactants are O.O.[Sn](Cl)Cl (Tin(II)chloride dihydrate), COC1=CC=C(CNC2=CC(=NC=C2[N+](=O)[O-])NC=2N=CC(=NC2)C#N)C=C1 (5-(4-(4-methoxybenzylamino)-5-nitropyridin-2-ylamino)pyrazine-2-carbonitrile). The solvent is CCO (EtOH). Reaction conditions: temperature 70 celsius. Yields the product COC1=CC=C(CNC2=CC(=NC=C2N)NC=2N=CC(=NC2)C#N)C=C1 (5-(4-(4-Methoxybenzylamino)-5-aminopyridin-2-ylamino)pyrazine-2-carbonitrile). Isolated yield 84.7%. Reaction SMILES: O.O.[Sn](Cl)Cl.[CH3:6][O:7][C:8]1[CH:33]=[CH:32][C:11]([CH2:12][NH:13][C:14]2[C:19]([N+:20]([O-])=O)=[CH:18][N:17]=[C:16]([NH:23][C:24]3[N:25]=[CH:26][C:27]([C:30]#[N:31])=[N:28][CH:29]=3)[CH:15]=2)=[CH:10][CH:9]=1>CCO>[CH3:6][O:7][C:8]1[CH:9]=[CH:10][C:11]([CH2:12][NH:13][C:14]2[C:19]([NH2:20])=[CH:18][N:17]=[C:16]([NH:23][C:24]3[N:25]=[CH:26][C:27]([C:30]#[N:31])=[N:28][CH:29]=3)[CH:15]=2)=[CH:32][CH:33]=1 |f:0.1.2|. Procedure: Tin(II)chloride dihydrate (1.59 g, 7.04 mmol) was added portionwise to 5-(4-(4-methoxybenzylamino)-5-nitropyridin-2-ylamino)pyrazine-2-carbonitrile (531 mg, 1.41 mmol) in absolute EtOH (10 mL) at room temperature. The mixture was heated at 70° C. for 2 hours before being concentrated in vacuo. The residue was suspended in a mixture of ethyl acetate and saturated sodium bicarbonate solution, then filtered to remove insoluble material. The solids were then washed with EtOAc. The aqueous phase was ... Reactants: 2,5-dimethyl-3,4-dihydroxy-tetrahydrofuran-3-one, [Bi]=O (bismuth oxide), C(C)(=O)O (acetic acid), C(C)(=O)OCC (ethyl acetate), ( I ). The solvent is [Bi] (bismuth), C(C)(=O)[O-].[Bi+3].C(C)(=O)[O-].C(C)(=O)[O-] (bismuth acetate), C(Cl)(Cl)Cl (chloroform), petroleum ether. Product: CC1OC(=C(C1=O)O)C (2,5-dimethyl-4-hydroxy-2,3-dihydrofuran-3-one). Yield: 79.0%. RXN SMILES: [Bi]=[O:2].[C:3]([OH:6])(=O)[CH3:4].[C:7]([O:10][CH2:11][CH3:12])(=O)[CH3:8]>[Bi].C([O-])(=O)C.[Bi+3].C([O-])(=O)C.C([O-])(=O)C.C(Cl)(Cl)Cl>[CH3:8][CH:7]1[C:4](=[O:2])[C:3]([OH:6])=[C:11]([CH3:12])[O:10]1 |f:4.5.6.7,^1:0|. Procedure: 17.5 g of 2,5-dimethyl-3,4-dihydroxy-tetrahydrofuran-3-one of about 80% purity were heated, in a suspension of 40 g of bismuth oxide and 50 g of glacial acetic acid, for 25 minutes at 120° C. After the reaction mixture had cooled, it was diluted with 80 g of ethyl acetate, whereupon metallic bismuth and bismuth acetate precipitated. The filtrate was fractionated, giving, at 85°-101° C./0.3 mbar, 14.2 g of a distillate containing about 77% of (I). This corresponds to a yield of 79%. 2.5 g of this... Reactants: C[Al](C)C, COCCNCCOC, Cc1ccccc1, CCOC(=O)c1n[nH]c2c(=O)[nH]c3cc(Cl)ccc3c(=O)c12. Yields the product COCCN(CCOC)C(=O)c1n[nH]c2c(=O)[nH]c3cc(Cl)ccc3c(=O)c12. RXN SMILES: [CH3:10][Al:11]([CH3:12])[CH3:13].[CH3:1][O:2][CH2:3][CH2:4][NH:5][CH2:6][CH2:7][O:8][CH3:9].[CH3:36][c:37]1[cH:38][cH:39][cH:40][cH:41][cH:42]1.[Cl:14][c:15]1[cH:16][c:17]2[c:18]([c:19](=[O:33])[c:20]3[c:21]([c:22](=[O:24])[nH:23]2)[nH:25][n:26][c:27]3[C:28](=[O:29])[O:30][CH2:31][CH3:32])[cH:34][cH:35]1>>[CH3:1][O:2][CH2:3][CH2:4][N:5]([CH2:6][CH2:7][O:8][CH3:9])[C:28]([c:27]1[c:20]2[c:19](=[O:33])[c:18]3[c:17]([cH:16][c:15]([Cl:14])[cH:35][cH:34]3)[nH:23][c:22](=[O:24])[c:21]2[nH:25][n:26]1)=[O:29]. Reaction conditions: temperature 60 celsius, time 4 hour. The solvent is O (water). The product is N1C=CC2=C(C=CC=C12)N1CCN(CC1)CC(=O)NC1=NC=CC=C1 (2-[4-(4-Indolyl)-1-piperazinyl]-N-(2-pyridyl)acetamide). As a reaction SMILES: [NH:1]1[C:9]2[C:4](=[C:5]([N:10]3[CH2:15][CH2:14][NH:13][CH2:12][CH2:11]3)[CH:6]=[CH:7][CH:8]=2)[CH:3]=[CH:2]1.CO[CH:18](OC)[CH2:19][NH:20][C:21]1[CH:26]=[CH:25][CH:24]=[CH:23][N:22]=1.C(N(C(C)C)CC)(C)C.CN(C)C=[O:41]>O>[NH:1]1[C:9]2[C:4](=[C:5]([N:10]3[CH2:15][CH2:14][N:13]([CH2:18][C:19]([NH:20][C:21]4[CH:26]=[CH:25][CH:24]=[CH:23][N:22]=4)=[O:41])[CH2:12][CH2:11]3)[CH:6]=[CH:7][CH:8]=2)[CH:3]=[CH:2]1. Procedure details: A mixture of 1.4 g of 1-(4-indolyl)piperazine, 1.26 g of 2-chloro-N-(2-pyridyl)acetamide (prepared as described in Beilstein E III/IV, 22, 3881), 1.3 ml of diisopropylethylamine, and 14 ml of N,N-dimethylformamide was stirred at 60° C. under nitrogen stream for 4 h. Afterwards, the mixture was diluted with 200 ml of water and extracted with ethyl acetate (4×50 ml). The organic layers were washed with water, dried (sodium sulfate) and evaporated to dryness in vacuo affording 2.37 g of the title c... Reactants: N1C=CC2=C(C=CC=C12)N1CCNCC1 (1-(4-indolyl)piperazine), COC(CNC1=NC=CC=C1)OC (2-[(2-pyridyl)amino]acetaldehyde dimethyl acetal), C(C)(C)N(CC)C(C)C (diisopropylethylamine), CN(C=O)C (N,N-dimethylformamide). The reactants are CC(=O)Nc1cc(Oc2ccc(NC(=O)OC(C)(C)C)cc2F)ccn1, C1COCCO1, CCOC(C)=O, Cl, [Na+], O=C([O-])O. The product is CC(=O)Nc1cc(Oc2ccc(N)cc2F)ccn1. Reaction SMILES: [C:1]([CH3:2])(=[O:3])[NH:4][c:5]1[n:6][cH:7][cH:8][c:9]([O:11][c:12]2[c:13]([F:26])[cH:14][c:15]([NH:18][C:19](=[O:20])[O:21][C:22]([CH3:23])([CH3:24])[CH3:25])[cH:16][cH:17]2)[cH:10]1.[CH2:28]1[O:29][CH2:30][CH2:31][O:32][CH2:33]1.[CH3:34][CH2:35][O:36][C:37]([CH3:38])=[O:39].[ClH:27].[Na+:44].[O-:40][C:41]([OH:42])=[O:43]>>[C:1]([CH3:2])(=[O:3])[NH:4][c:5]1[n:6][cH:7][cH:8][c:9]([O:11][c:12]2[c:13]([F:26])[cH:14][c:15]([NH2:18])[cH:16][cH:17]2)[cH:10]1. Reactants: [OH-].[K+] (potassium hydroxide), Cl\C=C/Cl (cis-1,2-dichloroethylene), C(C)OC(CC(N(CCC(=O)OC)CC=1C=NC=CC1)=O)=O (Ethyl[N-(3-pyridylmethyl)-N-(methoxycarbonylethyl)carbamoyl]acetate), C(=S)=S (carbon disulfide). The solvent is O (water), O (water), CS(=O)C (dimethylsulfoxide), CS(=O)C (dimethylsulfoxide). Run at time 20 minute. Product: S1C(SC=C1)=C(C(=O)OCC)C(N(CCC(=O)OC)CC=1C=NC=CC1)=O (ethyl 2-(1,3-dithiol-2-ylidene)-2-[N-(3-pyridylmethyl)-N-(methoxycarbonylethyl)carbamoyl]acetate). As a reaction SMILES: [CH2:1]([O:3][C:4](=[O:22])[CH2:5][C:6](=[O:21])[N:7]([CH2:14][C:15]1[CH:16]=[N:17][CH:18]=[CH:19][CH:20]=1)[CH2:8][CH2:9][C:10]([O:12][CH3:13])=[O:11])[CH3:2].[C:23](=[S:25])=[S:24].[OH-].[K+].Cl/[CH:29]=[CH:30]\Cl>CS(C)=O.O>[S:24]1[CH:30]=[CH:29][S:25][C:23]1=[C:5]([C:6](=[O:21])[N:7]([CH2:14][C:15]1[CH:16]=[N:17][CH:18]=[CH:19][CH:20]=1)[CH2:8][CH2:9][C:10]([O:12][CH3:13])=[O:11])[C:4]([O:3][CH2:1][CH3:2])=[O:22] |f:2.3|. Reported procedure: Ethyl[N-(3-pyridylmethyl)-N-(methoxycarbonylethyl)carbamoyl]acetate (1.0 g) and carbon disulfide (0.2 ml) are dissolved in dimethylsulfoxide (12 ml), and thereto is added a solution of potassium hydroxide (378 mg) in water (1 ml). The mixture is stirred at room temperature for 20 minutes. A solution of cis-1,2-dichloroethylene (0.245 ml) in dimethylsulfoxide (2 ml) is added dropwise to the mixture, and the mixture is stirred at 50°-55° C. for 6 hours. After cooling, the mixture is poured into wa...